Dataset: the Open Reaction Database (ORD), a public repository of structured organic reaction records. Task: describe an organic reaction: reactants, conditions, products, and yield Starting materials: solution, B.C1CCOC1 (BH3.THF), Cl (HCl), N1C=CC2=C(C=CC=C12)N1CCN(CC1)C([C@@H](CC1=NC=CC=C1)NC=O)=O ((1R)-2-[4-(1H-indol-4-yl)piperazin-1-yl]-2-oxo-1-(pyridin-2-ylmethyl)ethylformamide), B(F)(F)F.CCOCC (BF3.Et2O). Run in C1CCOC1 (THF), C1CCOC1 (THF). The product is N1C=CC2=C(C=CC=C12)N1CCN(CC1)C[C@@H](CC1=NC=CC=C1)NC ((2R)-1-[4-(1H-indol-4-yl)piperazin-1-yl]-N-methyl-3-pyridin-2-yl propan-2-amine). Isolated yield 16.6%. RXN SMILES: [NH:1]1[C:9]2[C:4](=[C:5]([N:10]3[CH2:15][CH2:14][N:13]([C:16](=O)[C@H:17]([NH:25][CH:26]=O)[CH2:18][C:19]4[CH:24]=[CH:23][CH:22]=[CH:21][N:20]=4)[CH2:12][CH2:11]3)[CH:6]=[CH:7][CH:8]=2)[CH:3]=[CH:2]1.B(F)(F)F.CCOCC.B.C1COCC1.Cl>C1COCC1>[NH:1]1[C:9]2[C:4](=[C:5]([N:10]3[CH2:15][CH2:14][N:13]([CH2:16][C@H:17]([NH:25][CH3:26])[CH2:18][C:19]4[CH:24]=[CH:23][CH:22]=[CH:21][N:20]=4)[CH2:12][CH2:11]3)[CH:6]=[CH:7][CH:8]=2)[CH:3]=[CH:2]1 |f:1.2,3.4|. Procedure details: To a solution of (1R)-2-[4-(1H-indol-4-yl)piperazin-1-yl]-2-oxo-1-(pyridin-2-ylmethyl)ethylformamide (710 mg.; 1.9 mmol, from Example 19) in THF (10 mL) was added BF3.Et2O (0.47 mL; 3.8 mmol). The reaction mixture was heated to reflux, and treated, at reflux, with a 1M solution of BH3.THF in THF (19 mL; 19 mmol). Stirring was continued at reflux for 16 hours. The mixture was cooled to ambient temperature, cautiously treated with 5N aqueous HCl (20 mL), and heated to reflux for 4 hours. The mixtu... Reactants: C1(CCCCC1)N=C=O (cyclohexyl isocyanate), ClCCN1C(OCC1)=O (N-(2-chloroethyl)-2-oxazolidinone), [Al+3].[Cl-].[Cl-].[Cl-] (AlCl3). The solvent is ClCCl (dichloromethane). Conditions: temperature 195 celsius. The product is C1(CCCCC1)N1C(N(CC1)CCCl)=O (N-(cyclohexyl)-N'-(2-chloroethyl)imidazolidinone). Isolated yield 50.0%. RXN SMILES: [CH:1]1([N:7]=[C:8]=[O:9])[CH2:6][CH2:5][CH2:4][CH2:3][CH2:2]1.[Cl:10][CH2:11][CH2:12][N:13]1[CH2:17][CH2:16]OC1=O.[Al+3].[Cl-].[Cl-].[Cl-]>ClCCl>[CH:1]1([N:7]2[CH2:16][CH2:17][N:13]([CH2:12][CH2:11][Cl:10])[C:8]2=[O:9])[CH2:6][CH2:5][CH2:4][CH2:3][CH2:2]1 |f:2.3.4.5|. Procedure: A mixture of cyclohexyl isocyanate (50 mmoles), N-(2-chloroethyl)-2-oxazolidinone (50 mmoles) and anhydrous AlCl3 (40 mg, 0.3 mmole) is heated at 195° C. for 6 hours with stirring. The reaction mixture is dissolved in dichloromethane and the resulting solution is washed with water twice. The dichloromethane solution is dried and evaporated and the residue distilled at reduced pressure. The distillate is recrystallized from hot hexane to give a 50 percent yield of the desired product, m.p. 60° C.... The reactants are ClCCl, COc1cccc(C2CCCCC2C(=O)O)c1, O=C(Cl)C(=O)Cl, Cl, CN(C)C=O. Product: COc1ccc2c(c1)C1CCCCC1CC2=O. As a reaction SMILES: [CH2:18]([Cl:19])[Cl:20].[CH3:1][O:2][c:3]1[cH:4][c:5]([CH:9]2[CH:10]([C:15]([OH:16])=[O:17])[CH2:11][CH2:12][CH2:13][CH2:14]2)[cH:6][cH:7][cH:8]1.[Cl:21][C:22](=[O:23])[C:24]([Cl:25])=[O:26].[ClH:27].[O:28]=[CH:29][N:30]([CH3:31])[CH3:32]>>[CH3:1][O:2][c:3]1[cH:4][c:5]2[c:6]([cH:7][cH:8]1)[C:22](=[O:23])[CH2:15][CH:10]1[CH:9]2[CH2:14][CH2:13][CH2:12][CH2:11]1. Reactants: C1CCOC1, COC(=O)Cc1c(C(=O)OC)ccn1C, COC=O, [H-], [Na+], O=C=O. Product: COC(=O)C(=CO)c1c(C(=O)OC)ccn1C. Reaction SMILES: [CH2:25]1[O:26][CH2:27][CH2:28][CH2:29]1.[CH3:1][n:2]1[c:3]([CH2:11][C:12](=[O:13])[O:14][CH3:15])[c:4]([C:7](=[O:8])[O:9][CH3:10])[cH:5][cH:6]1.[CH:18](=[O:19])[O:20][CH3:21].[H-:16].[Na+:17].[O:22]=[C:23]=[O:24]>>[CH3:1][n:2]1[c:3]([C:11]([C:12](=[O:13])[O:14][CH3:15])=[CH:18][OH:19])[c:4]([C:7](=[O:8])[O:9][CH3:10])[cH:5][cH:6]1. The reactants are BrCC(OC=1C(OC(C1C1=CC=C(C=C1)S(=O)(=O)C)(C)C)=O)C (3-(2-Bromo-1-methylethoxy)-5,5-dimethyl-4-(4-methylsulfonylphenyl)-5H-furan-2-one), CC(C)([O-])C.[K+] (potassium tert-butoxide). The solvent is C1CCOC1 (THF), C1CCOC1 (THF). Run at time 1 hour. Yields the product C(=C)(C)OC=1C(OC(C1C1=CC=C(C=C1)S(=O)(=O)C)(C)C)=O (3-(Isopropenyloxy)-5,5-dimethyl-4-(4-methylsulfonylphenyl)-5H-furan-2-one). The yield is 41.6%. As a reaction SMILES: Br[CH2:2][CH:3]([CH3:23])[O:4][C:5]1[C:6](=[O:22])[O:7][C:8]([CH3:21])([CH3:20])[C:9]=1[C:10]1[CH:15]=[CH:14][C:13]([S:16]([CH3:19])(=[O:18])=[O:17])=[CH:12][CH:11]=1.CC(C)([O-])C.[K+]>C1COCC1>[C:3]([O:4][C:5]1[C:6](=[O:22])[O:7][C:8]([CH3:21])([CH3:20])[C:9]=1[C:10]1[CH:15]=[CH:14][C:13]([S:16]([CH3:19])(=[O:18])=[O:17])=[CH:12][CH:11]=1)([CH3:23])=[CH2:2] |f:1.2|. Procedure: To the bromide of Example 6 (300 mg, 0.746 mmol) in THF (10 mL) was added 1.5 mL of a 1M THF solution of potassium tert-butoxide. The resulting mixture was stirred at room temperature for 1 h. The reaction mixture was then partitioned between 25% NH4OAc and EtOAc. The organic phase was dried over Na2SO4, filtered and evaporated. After flash chromatography, 100 mg of the title compound was obtained.